Dataset: the Open Reaction Database (ORD), a public repository of structured organic reaction records. Task: describe an organic reaction: reactants, conditions, products, and yield Starting materials: O=C([O-])[O-], CCCC[N+](CCCC)(CCCC)CCCC, COc1cccc(CBr)c1, [I-], [K+], [K+], CCOc1cc(C=O)cc([N+](=O)[O-])c1O, CN(C)C=O, O. Yields the product CCOc1cc(C=O)cc([N+](=O)[O-])c1OCc1cccc(OC)c1. As a reaction SMILES: [C:26](=[O:27])([O-:28])[O-:29].[CH2:34]([N+:35]([CH2:36][CH2:37][CH2:38][CH3:39])([CH2:40][CH2:41][CH2:42][CH3:43])[CH2:44][CH2:45][CH2:46][CH3:47])[CH2:48][CH2:49][CH3:50].[CH3:16][O:17][c:18]1[cH:19][c:20]([CH2:21][Br:22])[cH:23][cH:24][cH:25]1.[I-:33].[K+:30].[K+:31].[N+:1](=[O:2])([O-:3])[c:4]1[c:5]([OH:15])[c:6]([O:12][CH2:13][CH3:14])[cH:7][c:8]([CH:9]=[O:10])[cH:11]1.[O:51]=[CH:52][N:53]([CH3:54])[CH3:55].[OH2:32]>>[N+:1](=[O:2])([O-:3])[c:4]1[c:5]([O:15][CH2:21][c:20]2[cH:19][c:18]([O:17][CH3:16])[cH:25][cH:24][cH:23]2)[c:6]([O:12][CH2:13][CH3:14])[cH:7][c:8]([CH:9]=[O:10])[cH:11]1. The reactants are [OH-].[Na+] (NaOH), C1(CCCC1)OC=1C=C(C=CC1OC)[C@H](CC1=CC=NC=C1)C1=CC=C(C=C1)C#N ((R)-4-[1-(3-Cyclopentyloxy-4-methoxyphenyl)-2-(4-pyridyl)ethyl]benzenenitrile), C(CCC)[Sn](CCCC)(CCCC)N=[N+]=[N-] (tributyltin azide), C(C)(=O)O (acetic acid). Run in ClC1=C(C=CC=C1)Cl (1,2-dichlorobenzene). Conditions: time 15 minute. Yields the product C1(CCCC1)OC=1C=C(C=CC1OC)[C@H](CC1=CC=NC=C1)C1=CC=C(C=C1)C1=NN=NN1 ((R)-4-{2-(3-Cyclopentyloxy-4-methoxyphenyl)-2-[4-(tetrazol-5-yl)phenyl]ethyl}pyridine). The yield is 87.8%. Reaction SMILES: [CH:1]1([O:6][C:7]2[CH:8]=[C:9]([C@@H:15]([C:23]3[CH:28]=[CH:27][C:26]([C:29]#[N:30])=[CH:25][CH:24]=3)[CH2:16][C:17]3[CH:22]=[CH:21][N:20]=[CH:19][CH:18]=3)[CH:10]=[CH:11][C:12]=2[O:13][CH3:14])[CH2:5][CH2:4][CH2:3][CH2:2]1.C([Sn]([N:44]=[N+:45]=[N-:46])(CCCC)CCCC)CCC.C(O)(=O)C.[OH-].[Na+]>ClC1C=CC=CC=1Cl>[CH:1]1([O:6][C:7]2[CH:8]=[C:9]([C@@H:15]([C:23]3[CH:24]=[CH:25][C:26]([C:29]4[NH:46][N:45]=[N:44][N:30]=4)=[CH:27][CH:28]=3)[CH2:16][C:17]3[CH:18]=[CH:19][N:20]=[CH:21][CH:22]=3)[CH:10]=[CH:11][C:12]=2[O:13][CH3:14])[CH2:2][CH2:3][CH2:4][CH2:5]1 |f:3.4|. Procedure details: A solution of (R)-4-[1-(3-cyclopentyloxy-4-methoxyphenyl)-2-(4-pyridyl)ethyl]benzene-nitrile from Step 1 (350 mg, 0.88 mmol) and tributyltin azide (1.17 g, 3.5 mmol) in 1,2-dichlorobenzene (4 mL) was stirred at 150° C. for 2 hours. The reaction mixture was then cooled to room temperature and acetic acid (0.5 mL) was added. After 15 min, aqueous 1N NaOH was added and the aqueous phase was washed 3 times with ether. The aqueous phase was then treated with 25% aqueous NH4OAc and 6N HCl to pH 7 befo... Starting materials: BrCCCC(C(=O)OCC)(C1=CC(=C(C=C1)OC)OC)C#N (Ethyl 5-bromo-2-cyano-2-(3,4-dimethoxyphenyl)pentanoate), CNCCC1=CC=C(C(=O)OC)C=C1 (Methyl 4-(2-(methylamino)ethyl)benzoate). Product: C(#N)C(CCCN(CCC1=CC=C(C(=O)OC)C=C1)C)(C(=O)OCC)C1=CC(=C(C=C1)OC)OC (Methyl 4-(2-((4-cyano-4-(3,4-dimethoxyphenyl)-5-ethoxy-5-oxopentyl)(methyl)amino)ethyl)benzoate). As a reaction SMILES: Br[CH2:2][CH2:3][CH2:4][C:5]([C:21]#[N:22])([C:11]1[CH:16]=[CH:15][C:14]([O:17][CH3:18])=[C:13]([O:19][CH3:20])[CH:12]=1)[C:6]([O:8][CH2:9][CH3:10])=[O:7].[CH3:23][NH:24][CH2:25][CH2:26][C:27]1[CH:36]=[CH:35][C:30]([C:31]([O:33][CH3:34])=[O:32])=[CH:29][CH:28]=1>>[C:21]([C:5]([C:11]1[CH:16]=[CH:15][C:14]([O:17][CH3:18])=[C:13]([O:19][CH3:20])[CH:12]=1)([C:6]([O:8][CH2:9][CH3:10])=[O:7])[CH2:4][CH2:3][CH2:2][N:24]([CH3:23])[CH2:25][CH2:26][C:27]1[CH:36]=[CH:35][C:30]([C:31]([O:33][CH3:34])=[O:32])=[CH:29][CH:28]=1)#[N:22]. Reported procedure: Reaction of 1c with 2b produced 3p. MS found M+H=483. The oxalate salt of 3p was recrystallized from ethyl acetate; mp 75-77° C. Reactants: COC=1C=C2C=CC(=NC2=CC1)C (6-methoxy-2-methylquinoline), BrC(C=O)(Br)Br (tribromoacetaldehyde), C(C)(=O)OCC (ethyl acetate), ice water. The reagents and catalysts are N1=CC=CC=C1 (pyridine). Run in CN(C=O)C (N,N-dimethylformamide), CN(C=O)C (N,N-dimethylformamide). Reaction conditions: time 2 hour. Product: BrCC1=NC2=CC=C(C=C2C=C1)OC (2-(Bromomethyl)-6-methoxyquinoline). The yield is 30.6%. As a reaction SMILES: [CH3:1][O:2][C:3]1[CH:4]=[C:5]2[C:10](=[CH:11][CH:12]=1)[N:9]=[C:8]([CH3:13])[CH:7]=[CH:6]2.[Br:14]C(Br)(Br)C=O.C(OCC)(=O)C>N1C=CC=CC=1.CN(C)C=O>[Br:14][CH2:13][C:8]1[CH:7]=[CH:6][C:5]2[C:10](=[CH:11][CH:12]=[C:3]([O:2][CH3:1])[CH:4]=2)[N:9]=1. Procedure: A solution of 10 g (57.7 mmol) of 6-methoxy-2-methylquinoline and 30 drops of pyridine in 40 mL of N,N-dimethylformamide was stirred at 60° C. while a solution of 16.21 g (57.7 mmol) of tribromoacetaldehyde in 20 mL of N,N-dimethylformamide was added over 15 min. The reaction mixture was stirred for another 2 hr and then cooled and poured onto 600 mL of ice-water. Work-up with ethyl acetate was carried out in the usual manner. The crude product was purified by flash chromatography on 800 g of si...